From a dataset of the Open Reaction Database (ORD), a public repository of structured organic reaction records. describe an organic reaction: reactants, conditions, products, and yield Starting materials: C(C1=CC=CC=C1)(=O)N1C2=CC=CC=C2C=2CC(CCC12)C(=O)OCC1=CC=CC=C1 (benzyl 9-benzoyl-1,2,3,4-tetrahydrocarbazole-3-carboxylate), [H][H] (hydrogen), O1CCCC1 (tetrahydrofuran). The reagents and catalysts are [Pd] (palladium on charcoal). Solvent: CO (methanol). Yields the product C(C1=CC=CC=C1)(=O)N1C2=CC=CC=C2C=2CC(CCC12)C(=O)O (9-Benzoyl-1,2,3,4-tetrahydrocarbazole-3-carboxylic acid). The yield is 96.2%. RXN SMILES: [C:1]([N:9]1[C:21]2[CH2:20][CH2:19][CH:18]([C:22]([O:24]CC3C=CC=CC=3)=[O:23])[CH2:17][C:16]=2[C:15]2[C:10]1=[CH:11][CH:12]=[CH:13][CH:14]=2)(=[O:8])[C:2]1[CH:7]=[CH:6][CH:5]=[CH:4][CH:3]=1.O1CCCC1.[H][H]>[Pd].CO>[C:1]([N:9]1[C:21]2[CH2:20][CH2:19][CH:18]([C:22]([OH:24])=[O:23])[CH2:17][C:16]=2[C:15]2[C:10]1=[CH:11][CH:12]=[CH:13][CH:14]=2)(=[O:8])[C:2]1[CH:3]=[CH:4][CH:5]=[CH:6][CH:7]=1. Reported procedure: 20 mg of 10% w/w palladium on charcoal was added to a solution of 100 mg of benzyl 9-benzoyl-1,2,3,4-tetrahydrocarbazole-3-carboxylate, as obtained in Example 51, in 5 ml each of methanol and of tetrahydrofuran. The reaction mixture was stirred for 3 hours under a stream of hydrogen gas at room temperature, filtered to remove the catalyst, and concentrated by evaporation under reduced pressure. The resulting residue was recrystallized from ethyl acetate and hexane, to yield 75 mg of the title co...